This data is from the Open Reaction Database (ORD), a public repository of structured organic reaction records. The task is: describe an organic reaction: reactants, conditions, products, and yield The reactants are C(C)(=O)O[C@H]1[C@@H](O[C@@H]([C@H]([C@@H]1OC(C)=O)OC(C)=O)COC(C)=O)OCCOC1=CC2=C(N=C(S2)S(=O)(=O)N)C=C1 (6-[2'-(2",3",4",6"-tetra-O-acetyl-β-glucopyranosyl)oxyethoxy]-2-benzothiazolesulfonamide), N (ammonia). Solvent: C(C)OCC (diethyl ether). Reaction conditions: time 8 hour. Product: S1C(=NC2=C1C=CC=C2)S(=O)(=O)N (2-benzothiazolesulfonamide). RXN SMILES: C(O[C@@H]1[C@@H](OC(=O)C)[C@H](OC(=O)C)[C@@H](COC(=O)C)O[C@H]1OCCO[C:28]1[CH:40]=[CH:39][C:31]2[N:32]=[C:33]([S:35]([NH2:38])(=[O:37])=[O:36])[S:34][C:30]=2[CH:29]=1)(=O)C.N>C(OCC)C>[S:34]1[C:30]2[CH:29]=[CH:28][CH:40]=[CH:39][C:31]=2[N:32]=[C:33]1[S:35]([NH2:38])(=[O:37])=[O:36]. Procedure details: The unpurified 6-[2'-(2",3",4",6"-tetra-O-acetyl-β-glucopyranosyl)oxyethoxy]-2-benzothiazolesulfonamide (3.02 g.; 5.00 mmole) was dissolved in anhydrous diethyl ether (100 mL) and combined with cold (0° C.) saturated methanolic ammonia (100 mL) and stirred overnight with the temperature rising to room temperature over a six hour period. The solution was evaporated to dryness at reduced pressure and chromatographed on a silica gel column (150 g.) and eluted with chloroform/methanol (9.1). The pro...